From a dataset of the Open Reaction Database (ORD), a public repository of structured organic reaction records. describe an organic reaction: reactants, conditions, products, and yield Starting materials: BrC=1C=C(C(N(C1)C)=O)NC1=NN(C(=C1)C)CC (5-Bromo-3-(1-ethyl-5-methyl-1H-pyrazol-3-ylamino)-1-methylpyridin-2(1H)-one), C(C)(=O)OCC1=C(C=C(C=C1N1C(C2=CC=3CC(CC3N2CC1)(C)C)=O)F)B1OC(C(O1)(C)C)(C)C (2-(4,4,5,5-Tetramethyl-[1,3,2]dioxaborolan-2-yl)-4-fluoro-6-(9-oxo-4,4-dimethyl-1,10diazatricyclo[6.4.0.02,6]-dodeca-2(6),7-dien-10-yl)benzyl Acetate), COCCOC (1,2-dimethoxyethane), C([O-])([O-])=O.[Na+].[Na+] (sodium carbonate). The reagents and catalysts are C=1C=CC(=CC1)[P](C=2C=CC=CC2)(C=3C=CC=CC3)[Pd]([P](C=4C=CC=CC4)(C=5C=CC=CC5)C=6C=CC=CC6)([P](C=7C=CC=CC7)(C=8C=CC=CC8)C=9C=CC=CC9)[P](C=1C=CC=CC1)(C=1C=CC=CC1)C=1C=CC=CC1 (Pd(PPh3)4). Run in CO (methanol), C(C)OCC (diethyl ether), O (water), C(C)(=O)OCC (ethyl acetate). Run at temperature 130 celsius. The product is C(C)N1N=C(C=C1C)NC1=CC(=CN(C1=O)C)C=1C(=C(C=C(C1)F)N1C(C2=CC=3CC(CC3N2CC1)(C)C)=O)COC(C)=O (10-(3-{5-[(1-Ethyl-5-methyl-1H-pyrazol-3-yl)amino]-1-methyl-6-oxo-1,6-dihydropyridin-3-yl}-5-fluoro-2-(acetoxymethyl)phenyl)-4,4-dimethyl-1,10-diazatricyclo[6.4.0.02,6]dodeca-2(6),7-dien-9-one). The yield is 63.3%. RXN SMILES: Br[C:2]1[CH:3]=[C:4]([NH:10][C:11]2[CH:15]=[C:14]([CH3:16])[N:13]([CH2:17][CH3:18])[N:12]=2)[C:5](=[O:9])[N:6]([CH3:8])[CH:7]=1.[C:19]([O:22][CH2:23][C:24]1[C:29]([N:30]2[CH2:41][CH2:40][N:39]3[C:32](=[CH:33][C:34]4[CH2:35][C:36]([CH3:43])([CH3:42])[CH2:37][C:38]=43)[C:31]2=[O:44])=[CH:28][C:27]([F:45])=[CH:26][C:25]=1B1OC(C)(C)C(C)(C)O1)(=[O:21])[CH3:20].COCCOC.C(=O)([O-])[O-].[Na+].[Na+]>C1C=CC([P]([Pd]([P](C2C=CC=CC=2)(C2C=CC=CC=2)C2C=CC=CC=2)([P](C2C=CC=CC=2)(C2C=CC=CC=2)C2C=CC=CC=2)[P](C2C=CC=CC=2)(C2C=CC=CC=2)C2C=CC=CC=2)(C2C=CC=CC=2)C2C=CC=CC=2)=CC=1.CO.C(OCC)C.O.C(OCC)(=O)C>[CH2:17]([N:13]1[C:14]([CH3:16])=[CH:15][C:11]([NH:10][C:4]2[C:5](=[O:9])[N:6]([CH3:8])[CH:7]=[C:2]([C:25]3[C:24]([CH2:23][O:22][C:19](=[O:21])[CH3:20])=[C:29]([N:30]4[CH2:41][CH2:40][N:39]5[C:32](=[CH:33][C:34]6[CH2:35][C:36]([CH3:42])([CH3:43])[CH2:37][C:38]=65)[C:31]4=[O:44])[CH:28]=[C:27]([F:45])[CH:26]=3)[CH:3]=2)=[N:12]1)[CH3:18] |f:3.4.5,^1:70,72,91,110|. Procedure details: A microwave tube equipped with a magnetic stirrer was charged with 302a (170 mg, 0.5 mmol), 230a (350 mg, 0.7 mmol), 1,2-dimethoxyethane (4 mL) and 1M aqueous sodium carbonate (1.6 mL). After bubbling N2 for 15 min, Pd(PPh3)4 (31 mg, 0.03 mmol) was added. The mixture was heated in microwave to 130° C. for 15 min. After this time, ethyl acetate (5 mL) and water (5 mL) were added. The separated aqueous layer was extracted with ethyl acetate (2×5 mL). The combined organics were washed with brine (1... Reactants: O=C([O-])O, CCN(CC)S(F)(F)F, CCO, ClCCl, OCc1cnc(F)cc1I, [Na+]. Product: FCc1cnc(F)cc1I. As a reaction SMILES: [C:23](=[O:24])([OH:25])[O-:26].[CH2:1]([N:2]([S:3]([F:4])([F:5])[F:7])[CH2:6][CH3:8])[CH3:9].[CH3:20][CH2:21][OH:22].[Cl:28][CH2:29][Cl:30].[F:10][c:11]1[cH:12][c:13]([I:19])[c:14]([CH2:17][OH:18])[cH:15][n:16]1.[Na+:27]>>[F:7][CH2:17][c:14]1[c:13]([I:19])[cH:12][c:11]([F:10])[n:16][cH:15]1. Reactants: O (water), FC1=NC(=CC=2CCC(C(C12)(F)F)CCCCCCCC)C1=CC=C(C=C1)O (1,8,8-trifluoro-3-(4-hydroxyphenyl)-7-octyl-5,6,7,8-tetrahydroisoquinoline), C(CCCCCCC)Br (1-octyl bromide), [H-].[Na+] (sodium hydride). Run in CN(C)C=O (DMF). Run at time 30 minute. The product is FC1=NC(=CC=2CCC(C(C12)(F)F)CCCCCCCC)C1=CC=C(C=C1)OCCCCCCCC (1,8,8-trifluoro-3-[4-(octyloxy)phenyl]-7-octyl-5,6,7,8-tetrahydroisoquinoline). Isolated yield 80.0%. RXN SMILES: [F:1][C:2]1[C:11]2[C:10]([F:13])([F:12])[CH:9]([CH2:14][CH2:15][CH2:16][CH2:17][CH2:18][CH2:19][CH2:20][CH3:21])[CH2:8][CH2:7][C:6]=2[CH:5]=[C:4]([C:22]2[CH:27]=[CH:26][C:25]([OH:28])=[CH:24][CH:23]=2)[N:3]=1.[H-].[Na+].[CH2:31](Br)[CH2:32][CH2:33][CH2:34][CH2:35][CH2:36][CH2:37][CH3:38].O>CN(C=O)C>[F:1][C:2]1[C:11]2[C:10]([F:13])([F:12])[CH:9]([CH2:14][CH2:15][CH2:16][CH2:17][CH2:18][CH2:19][CH2:20][CH3:21])[CH2:8][CH2:7][C:6]=2[CH:5]=[C:4]([C:22]2[CH:23]=[CH:24][C:25]([O:28][CH2:31][CH2:32][CH2:33][CH2:34][CH2:35][CH2:36][CH2:37][CH3:38])=[CH:26][CH:27]=2)[N:3]=1 |f:1.2|. Procedure: 10 mmol of 1,8,8-trifluoro-3-(4-hydroxyphenyl)-7-octyl-5,6,7,8-tetrahydroisoquinoline are dissolved in 50 ml of DMF, and 11 mmol of sodium hydride are added. After the mixture has been stirred for 30 minutes, 11 mmol of 1-octyl bromide are added dropwise, and the mixture is stirred at 60° C. for a further 140 minutes and poured into water. The mixture is extracted with dichloromethane, the combined organic phases are dried, the solvent is removed in vacuo and the residue is chromatographed on si... Starting materials: CCOC(=O)c1nc(-c2ccc(Cl)cc2Cl)c(-c2ccc(Cl)cc2Cl)n1C, NN1CCCCC1. The product is Cn1c(C(=O)NN2CCCCC2)nc(-c2ccc(Cl)cc2Cl)c1-c1ccc(Cl)cc1Cl. Reaction SMILES: [Cl:1][c:2]1[c:3](-[c:9]2[n:10][c:11]([C:23]([O:25][CH2:24][CH3:26])=[O:27])[n:12]([CH3:22])[c:13]2-[c:14]2[c:15]([Cl:21])[cH:16][c:17]([Cl:20])[cH:18][cH:19]2)[cH:4][cH:5][c:6]([Cl:8])[cH:7]1.[NH2:28][N:29]1[CH2:30][CH2:31][CH2:32][CH2:33][CH2:34]1>>[Cl:1][c:2]1[c:3](-[c:9]2[n:10][c:11]([C:23](=[O:25])[NH:28][N:29]3[CH2:30][CH2:31][CH2:32][CH2:33][CH2:34]3)[n:12]([CH3:22])[c:13]2-[c:14]2[c:15]([Cl:21])[cH:16][c:17]([Cl:20])[cH:18][cH:19]2)[cH:4][cH:5][c:6]([Cl:8])[cH:7]1. Reactants: NC(=O)C1C2C=CC(C2)C1Nc1nc(Cl)ncc1Cl, CCN1C(=O)CCC(C)(C)c2ccc(N)cc21. The product is CCN1C(=O)CCC(C)(C)c2ccc(Nc3ncc(Cl)c(NC4C5C=CC(C5)C4C(N)=O)n3)cc21. As a reaction SMILES: [Cl:18][c:19]1[n:20][cH:21][c:22]([Cl:36])[c:23]([NH:25][CH:26]2[CH:27]([C:33](=[O:34])[NH2:35])[CH:28]3[CH:29]=[CH:30][CH:31]2[CH2:32]3)[n:24]1.[NH2:1][c:2]1[cH:3][cH:4][c:5]2[c:6]([cH:17]1)[N:7]([CH2:15][CH3:16])[C:8](=[O:14])[CH2:9][CH2:10][C:11]2([CH3:12])[CH3:13]>>[NH:1]([c:2]1[cH:3][cH:4][c:5]2[c:6]([cH:17]1)[N:7]([CH2:15][CH3:16])[C:8](=[O:14])[CH2:9][CH2:10][C:11]2([CH3:12])[CH3:13])[c:19]1[n:20][cH:21][c:22]([Cl:36])[c:23]([NH:25][CH:26]2[CH:27]([C:33](=[O:34])[NH2:35])[CH:28]3[CH:29]=[CH:30][CH:31]2[CH2:32]3)[n:24]1. The reactants are C(CC(O)(C(=O)O)CC(=O)O)(=O)O (citric acid), C(C)N(CCCCCCOC1=CC=C(C=C1)\C(=C(/Cl)\C1=CC=CC=C1)\C1=CC=CC=C1)CC ((Z)-1-[4-(6-diethylaminohexoxy)phenyl]-1,2-diphenyl-2-chloro-ethylene), C(CC(O)(C(=O)O)CC(=O)O)(=O)O (citric acid). Run in C(C)O (ethanol), C(C)O (ethanol). Reaction conditions: temperature -20 celsius, time 18 hour. Product: C(CC(O)(C(=O)O)CC(=O)O)(=O)O.C(C)N(CCCCCCOC1=CC=C(C=C1)\C(=C(/Cl)\C1=CC=CC=C1)\C1=CC=CC=C1)CC ((Z)-1-[4-(6-Diethylaminohexoxy)phenyl]-1,2-diphenyl-2-chloro-ethylene citrate salt). Reaction SMILES: [C:1]([OH:13])(=[O:12])[CH2:2][C:3]([CH2:8][C:9]([OH:11])=[O:10])([C:5]([OH:7])=[O:6])[OH:4].[CH2:14]([N:16]([CH2:45][CH3:46])[CH2:17][CH2:18][CH2:19][CH2:20][CH2:21][CH2:22][O:23][C:24]1[CH:29]=[CH:28][C:27](/[C:30](/[C:39]2[CH:44]=[CH:43][CH:42]=[CH:41][CH:40]=2)=[C:31](/[C:33]2[CH:38]=[CH:37][CH:36]=[CH:35][CH:34]=2)\[Cl:32])=[CH:26][CH:25]=1)[CH3:15]>C(O)C>[C:1]([OH:13])(=[O:12])[CH2:2][C:3]([CH2:8][C:9]([OH:11])=[O:10])([C:5]([OH:7])=[O:6])[OH:4].[CH2:45]([N:16]([CH2:14][CH3:15])[CH2:17][CH2:18][CH2:19][CH2:20][CH2:21][CH2:22][O:23][C:24]1[CH:29]=[CH:28][C:27](/[C:30](/[C:39]2[CH:44]=[CH:43][CH:42]=[CH:41][CH:40]=2)=[C:31](/[C:33]2[CH:34]=[CH:35][CH:36]=[CH:37][CH:38]=2)\[Cl:32])=[CH:26][CH:25]=1)[CH3:46] |f:3.4|. Procedure: Combine citric acid (56 mg, 0.29 mmol) and ethanol (2 mL) and heat until the solid dissolves. Combine (Z)-1-[4-(6-diethylaminohexoxy)phenyl]-1,2-diphenyl-2-chloro-ethylene (134 mg, 0.29 mmol) and warm ethanol (3 mL) and add with stirring to the citric acid solution prepared above. Filter while still warm and then cool in a freezer at -20° C. until crystals begin to form and then allow to stand at ambient temperature for 18 hours. Filter to give the title compound as a solid: mp; 84°-87° C.